This data is from the Open Reaction Database (ORD), a public repository of structured organic reaction records. The task is: describe an organic reaction: reactants, conditions, products, and yield Starting materials: [H-].[Na+] (sodium hydride), COC1=CC=C(C=C1)C=1N=CNC1C1=CC=C(C=C1)OC (4,5-bis(4-methoxyphenyl)imidazole), ClCCOCCCl (1-chloromethylmethyl ether). The solvent is CN(C=O)C (dimethylformamide), CN(C=O)C (dimethylformamide), C(Cl)(Cl)Cl (chloroform). Conditions: time 30 minute. Product: COC1=CC=C(C=C1)C=1N=CN(C1C1=CC=C(C=C1)OC)COC (4,5-bis(4-methoxyphenyl)-1-methoxymethylimidazole). Reaction SMILES: [H-].[Na+].[CH3:3][O:4][C:5]1[CH:10]=[CH:9][C:8]([C:11]2[N:12]=[CH:13][NH:14][C:15]=2[C:16]2[CH:21]=[CH:20][C:19]([O:22][CH3:23])=[CH:18][CH:17]=2)=[CH:7][CH:6]=1.ClC[CH2:26][O:27][CH2:28]CCl>CN(C)C=O.C(Cl)(Cl)Cl>[CH3:23][O:22][C:19]1[CH:20]=[CH:21][C:16]([C:15]2[N:14]=[CH:13][N:12]([CH2:26][O:27][CH3:28])[C:11]=2[C:8]2[CH:9]=[CH:10][C:5]([O:4][CH3:3])=[CH:6][CH:7]=2)=[CH:17][CH:18]=1 |f:0.1|. Procedure details: Incremental portions of 3.6 g of sodium hydride (50% strength in white oil) is added to a solution of 21 g of 4,5-bis(4-methoxyphenyl)imidazole in 75 ml of absolute dimethylformamide. The mixture is stirred for another 30 minutes, and then 6.3 ml of 1-chloromethylmethyl ether in 35 ml of dimethylformamide is added dropwise. After 30 minutes the mixture is poured on ice water, the product is taken up in chloroform, the organic solution is washed with water, dried over sodium sulfate, and concentr...